From a dataset of the Open Reaction Database (ORD), a public repository of structured organic reaction records. describe an organic reaction: reactants, conditions, products, and yield Procedure: To a solution of 3-{2-[4-(2-Chloro-phenoxy)-phenyl]-thiomorpholin-4-yl}-propionic acid tert-butyl ester (0.28 g; 0.65 mmol) in MeOH (10 mL) was added, dropwise, a solution of OXONE® (0.20 g; 0.32 mmol) in water (10 mL), at 0° C. The mixture was stirred for 2 hours at 0° C., and then allowed to warm to room temperature overnight. Subsequently, water, brine, and 25% aqueous NH4OH were added and the mixture extracted with EtOAc. The combined organic layers were dried (Na2SO4), filtered and concentr... The product is C(C)(C)(C)OC(CCN1CC(S(CC1)=O)C1=CC=C(C=C1)OC1=C(C=CC=C1)Cl)=O (3-{2-[4-(2-Chloro-phenoxy)-phenyl]-1-oxo-thiomorpholin-4-yl}-propionic acid tert-butyl ester). The reactants are OOS(=O)[O-].[K+] (OXONE), C(C)(C)(C)OC(CCN1CC(SCC1)C1=CC=C(C=C1)OC1=C(C=CC=C1)Cl)=O (3-{2-[4-(2-Chloro-phenoxy)-phenyl]-thiomorpholin-4-yl}-propionic acid tert-butyl ester), [NH4+].[OH-] (NH4OH). Reaction SMILES: [C:1]([O:5][C:6](=[O:29])[CH2:7][CH2:8][N:9]1[CH2:14][CH2:13][S:12][CH:11]([C:15]2[CH:20]=[CH:19][C:18]([O:21][C:22]3[CH:27]=[CH:26][CH:25]=[CH:24][C:23]=3[Cl:28])=[CH:17][CH:16]=2)[CH2:10]1)([CH3:4])([CH3:3])[CH3:2].[OH:30]OS([O-])=O.[K+].[NH4+].[OH-]>CO.O.[Cl-].[Na+].O>[C:1]([O:5][C:6](=[O:29])[CH2:7][CH2:8][N:9]1[CH2:14][CH2:13][S:12](=[O:30])[CH:11]([C:15]2[CH:20]=[CH:19][C:18]([O:21][C:22]3[CH:27]=[CH:26][CH:25]=[CH:24][C:23]=3[Cl:28])=[CH:17][CH:16]=2)[CH2:10]1)([CH3:4])([CH3:2])[CH3:3] |f:1.2,3.4,7.8.9|. Reaction conditions: temperature 0 celsius, time 2 hour. Run in O (water), CO (MeOH), [Cl-].[Na+].O (brine), O (water). The reactants are resultant residue, FC(C(C)(C)OC(OC1=CC=C(C=C1)[N+](=O)[O-])=O)(F)F (carbonic acid 4-nitro-phenyl ester 2,2,2-trifluoro-1,1-dimethyl-ethyl ester), C(C)(C)N(CC)C(C)C (diisopropylethylamine), C(Cl)Cl (DCM), C(=O)(C(F)(F)F)O (TFA), C(C)(C)(C)OC(NC(C(C)(C)C)C(=O)N1C(CC(C1)OC1=CC(=NC2=C(C=CC=C12)Cl)OCC(OC)OC)C(NC1(C(C1)CC)C(=O)NS(=O)(=O)OC1(CC1)C)=O)=O ((1-{4-[8-chloro-2-(2,2-dimethoxy-ethoxy)-quinolin-4-yloxy]-2-[2-ethyl-1-(1-methyl-cyclopropoxysulfonylaminocarbonyl)-cyclopropylcarbamoyl]-pyrrolidine-1-carbonyl}-2,2-dimethyl-propyl)-carbamic acid tert-butyl ester), C(Cl)Cl (CH2Cl2). The solvent is CO (MeOH), CO (MeOH). Conditions: time 25 minute. Yields the product FC(C(C)(C)OC(NC(C(C)(C)C)C(=O)N1C(CC(C1)OC1=CC(=NC2=C(C=CC=C12)Cl)OCC(OC)OC)C(NC1(C(C1)CC)C(=O)NS(=O)(=O)OC1(CC1)C)=O)=O)(F)F ((1-{4-[8-chloro-2-(2,2-dimethoxy-ethoxy)-quinolin-4-yloxy]-2-[2-ethyl-1-(1-methyl-cyclopropoxysulfonylaminocarbonyl)-cyclopropylcarbamoyl]-pyrrolidine-1-carbonyl}-2,2-dimethyl-propyl)-carbamic acid 2,2,2-trifluoro-1,1-dimethyl-ethyl ester). Yield: 47.0%. As a reaction SMILES: C(OC(=O)[NH:7][CH:8]([C:13]([N:15]1[CH2:19][CH:18]([O:20][C:21]2[C:30]3[C:25](=C(Cl)[CH:27]=[CH:28][CH:29]=3)[N:24]=[C:23]([O:32][CH2:33][CH:34]([O:37][CH3:38])[O:35][CH3:36])[CH:22]=2)[CH2:17][CH:16]1[C:39](=[O:57])[NH:40][C:41]1([C:46]([NH:48][S:49]([O:52][C:53]2([CH3:56])[CH2:55][CH2:54]2)(=[O:51])=[O:50])=[O:47])[CH2:43][CH:42]1[CH2:44][CH3:45])=[O:14])[C:9]([CH3:12])([CH3:11])[CH3:10])(C)(C)C.C(O)(C(F)(F)F)=O.[F:66][C:67]([F:85])([F:84])[C:68]([O:71][C:72](=[O:83])OC1C=CC([N+]([O-])=O)=CC=1)([CH3:70])[CH3:69].C(N(C(C)C)CC)(C)C.[CH2:95]([Cl:97])Cl>CO>[F:85][C:67]([F:66])([F:84])[C:68]([O:71][C:72](=[O:83])[NH:7][CH:8]([C:13]([N:15]1[CH2:19][CH:18]([O:20][C:21]2[C:30]3[C:25](=[C:95]([Cl:97])[CH:27]=[CH:28][CH:29]=3)[N:24]=[C:23]([O:32][CH2:33][CH:34]([O:35][CH3:36])[O:37][CH3:38])[CH:22]=2)[CH2:17][CH:16]1[C:39](=[O:57])[NH:40][C:41]1([C:46]([NH:48][S:49]([O:52][C:53]2([CH3:56])[CH2:54][CH2:55]2)(=[O:50])=[O:51])=[O:47])[CH2:43][CH:42]1[CH2:44][CH3:45])=[O:14])[C:9]([CH3:10])([CH3:11])[CH3:12])([CH3:69])[CH3:70]. Procedure: (1-{4-[8-chloro-2-(2,2-dimethoxy-ethoxy)-quinolin-4-yloxy]-2-[2-ethyl-1-(1-methyl-cyclopropoxysulfonylaminocarbonyl)-cyclopropylcarbamoyl]-pyrrolidine-1-carbonyl}-2,2-dimethyl-propyl)-carbamic acid tert-butyl ester (444 mg, 0.520 mmol) was dissolved in CH2Cl2 (2.6 mL) and MeOH (0.21 mL, 5.20 mmol), and treated with TFA (2.6 mL). After stirring for 25 min at room temperature, MeOH (7 mL) was added and the solvents were removed in vacuo. The crude mixture was partitioned with saturated NaHCO3 and ... Reactants: COC(=O)c1cc(Br)oc1CBr, C[O-], CO, Cl, [Na+], O. Yields the product COCc1oc(Br)cc1C(=O)OC. As a reaction SMILES: [Br:1][c:2]1[cH:3][c:4]([C:9](=[O:10])[O:11][CH3:12])[c:5]([CH2:7][Br:8])[o:6]1.[CH3:13][O-:14].[CH3:18][OH:19].[ClH:17].[Na+:15].[OH2:16]>>[Br:1][c:2]1[cH:3][c:4]([C:9](=[O:10])[O:11][CH3:12])[c:5]([CH2:7][O:14][CH3:13])[o:6]1. The reactants are ClC1=CC(=CC=C1)C(=O)OO (metachloroperbenzoic acid), CC1=C(C=C2C(=N1)CCCCC2)C(=O)OCC (ethyl 2-methyl-6,7,8,9-tetrahydro-5H-cyclohepta[b]pyridine-3-carboxylate), C([O-])(O)=O.[Na+] (sodium bicarbonate). The solvent is C(Cl)Cl (methylene chloride). Conditions: time 2 hour. Yields the product CC1=C(C=C2C(=[N+]1[O-])CCCCC2)C(=O)OCC (Ethyl 2-methyl-6,7,8,9-tetrahydro-5H-cyclohepta[b]pyridine-3-carboxylate N-oxide). Isolated yield 74.8%. As a reaction SMILES: [CH3:1][C:2]1[N:7]=[C:6]2[CH2:8][CH2:9][CH2:10][CH2:11][CH2:12][C:5]2=[CH:4][C:3]=1[C:13]([O:15][CH2:16][CH3:17])=[O:14].ClC1C=CC=C(C(OO)=[O:26])C=1.C(=O)(O)[O-].[Na+]>C(Cl)Cl>[CH3:1][C:2]1[N+:7]([O-:26])=[C:6]2[CH2:8][CH2:9][CH2:10][CH2:11][CH2:12][C:5]2=[CH:4][C:3]=1[C:13]([O:15][CH2:16][CH3:17])=[O:14] |f:2.3|. Procedure details: In an atmosphere of argon, ethyl 2-methyl-6,7,8,9-tetrahydro-5H-cyclohepta[b]pyridine-3-carboxylate (13.50 g, 57.9 mmol) was dissolved in methylene chloride (300.0 ml) to which was subsequently added metachloroperbenzoic acid (87.9%, 14.79 g, 75.3 mmol) in small portions at 0° C., and the resulting mixture was stirred at the same temperature for 2 hours and then at room temperature for 10 hours. The reaction solution was mixed with saturated sodium bicarbonate aqueous solution at 0° C. and extra... Starting materials: C([O-])([O-])=O.[K+].[K+] (potassium carbonate), CC1(CCS(C2=C(C=C(C(=C12)C)C(=O)C=1C=NN(C1O)CC)C)(=O)=O)C (4,4,5,8-tetramethyl-6-(1-ethyl-5-hydroxypyrazol-4-yl)carbonylthiochroman-1,1-dioxide), N1N=CC=C1 (pyrazole), C(C)S(=O)(=O)Cl (ethanesulfonyl chloride). The reagents and catalysts are [Cl-].C(C1=CC=CC=C1)[N+](CC)(CC)CC (benzyltriethylammonium chloride). Run in O (water), C(Cl)Cl (methylene chloride). Product: CC1(CCS(C2=C(C=C(C(=C12)C)C(=O)C=1C=NN(C1OS(=O)(=O)CC)CC)C)(=O)=O)C (4,4,5,8-tetramethyl-6-(1-ethyl-5-ethanesulfonyloxypyrazol-4-yl)carbonylthiochroman-1,1-dioxide). The yield is 82.0%. As a reaction SMILES: [CH3:1][C:2]1([CH3:26])[C:11]2[C:6](=[C:7]([CH3:23])[CH:8]=[C:9]([C:13]([C:15]3[CH:16]=[N:17][N:18]([CH2:21][CH3:22])[C:19]=3[OH:20])=[O:14])[C:10]=2[CH3:12])[S:5](=[O:25])(=[O:24])[CH2:4][CH2:3]1.N1C=CC=N1.C(=O)([O-])[O-].[K+].[K+].[CH2:38]([S:40](Cl)(=[O:42])=[O:41])[CH3:39]>C(Cl)Cl.O.[Cl-].C([N+](CC)(CC)CC)C1C=CC=CC=1>[CH3:26][C:2]1([CH3:1])[C:11]2[C:6](=[C:7]([CH3:23])[CH:8]=[C:9]([C:13]([C:15]3[CH:16]=[N:17][N:18]([CH2:21][CH3:22])[C:19]=3[O:20][S:40]([CH2:38][CH3:39])(=[O:42])=[O:41])=[O:14])[C:10]=2[CH3:12])[S:5](=[O:25])(=[O:24])[CH2:4][CH2:3]1 |f:2.3.4,8.9|. Procedure: 0.7 Gram (1.9 mmol) of the 4,4,5,8-tetramethyl-6-(1-ethyl-5-hydroxypyrazol-4-yl)carbonylthiochroman-1,1-dioxide (Compound Ic-1) corresponding to pyrazole derivative (I-H), obtained in Referential Production Example 5, was dissolved in 8 ml of methylene chloride. Then, a solution of 0.51 g (3.8 mmol) of potassium carbonate in 5 ml of water was added, and further, 0.49 g (3.8 mmol) of ethanesulfonyl chloride and 0.05 g (0.2 mmol) of benzyltriethylammonium chloride, corresponding to compound B-A-Ha... Reactants: powder, N[C@@H](CCCNC(N)=N)C(=O)O (L-arginine), O (water). Yields the product C(O)(O)=O.N[C@@H](CCCNC(N)=N)C(=O)O (arginine bicarbonate). Isolated yield 60.0%. Reaction SMILES: [NH2:1][C@H:2]([C:10]([OH:12])=[O:11])[CH2:3][CH2:4][CH2:5][NH:6][C:7](=[NH:9])[NH2:8].[OH2:13]>>[C:10](=[O:11])([OH:13])[OH:12].[NH2:1][C@H:2]([C:10]([OH:12])=[O:11])[CH2:3][CH2:4][CH2:5][NH:6][C:7](=[NH:8])[NH2:9] |f:2.3|. Procedure: 40 grams of powder L-arginine of Ajinomoto C-grade are mixed with 40 grams of deionized water in a 1:1 weight ratio for reaction. After reaction, 60% (w/w) arginine bicarbonate aqueous solution was obtained. The reaction temperatures are 45, 60, and 75° C., and the pressures are 68948 Pa (10 psi), 137895 Pa (20 psi), 275790 Pa (40 psi), 413685 Pa (60 psi), and 551580 Pa (80 psi) as shown on the gauge on the CO2 tank regulator. The thermo-equilibrium time is for 5 minutes and the reaction time is... Reactants: C(C)(=O)OC(C(=O)N(C=1C(=C(CCC(=O)[O-])C(=C(C1I)NC(C(C)OC(C)=O)=O)I)I)CCOC(C)=O)C (N,N′-Bis(2-acetoxypropionyl)-N-(2-acetoxyethyl)-3,5-diamino-2,4,6-triiodobenzylacetate), CO (methanol), Cl (HCl), aqueous solution, [OH-].[Na+] (NaOH). The solvent is O (water). Run at time 2 hour. Product: OC(C(=O)N(C=1C(=C(CO)C(=C(C1I)NC(C(C)O)=O)I)I)CCO)C (N,N′-Bis(2-hydroxypropionyl)-N-(2-hydroxyethyl)-3,5-diamino-2,4,6-triiodobenzylalcohol). As a reaction SMILES: C([O:4][CH:5]([CH3:38])[C:6]([N:8]([CH2:32][CH2:33][O:34]C(=O)C)[C:9]1[C:10]([I:31])=[C:11]([C:17]([I:30])=[C:18]([NH:21][C:22](=[O:29])[CH:23]([O:25]C(=O)C)[CH3:24])[C:19]=1[I:20])CCC([O-])=O)=[O:7])(=O)C.[OH-:39].[Na+].Cl.[CH3:42]O>O>[OH:4][CH:5]([CH3:38])[C:6]([N:8]([CH2:32][CH2:33][OH:34])[C:9]1[C:10]([I:31])=[C:11]([C:17]([I:30])=[C:18]([NH:21][C:22](=[O:29])[CH:23]([OH:25])[CH3:24])[C:19]=1[I:20])[CH2:42][OH:39])=[O:7] |f:1.2|. Procedure details: N,N′-Bis(2-acetoxypropionyl)-N-(2-acetoxyethyl)-3,5-diamino-2,4,6-triiodobenzylacetate (120 mg, 0.14 mmol) was dissolved in a mixture of water (7 ml) and methanol (7 ml) and pH was adjusted to 12 using an 1 M aqueous solution of NaOH. The mixture was stirred for 2 h, pH was adjusted to 7 with aqueous HCl and the solvents were evaporated. The product was purified by preparative HPLC. Yield: 70 mg (72%). Reactants: [Cl-].[Na+] (sodium chloride), [OH-].[Na+] (sodium hydroxide), C(Cl)C1CO1 (epichlorohydrin), C(CCCCCCC)O (Octanol), [OH-].[Na+] (sodium hydroxide). Reagents/catalysts: [Br-].C(CCC)[N+](CCCC)(CCCC)CCCC (Tetrabutylammonium bromide). The product is C(C1CO1)OCC1CO1 (glycidyl ether), desired product. RXN SMILES: [CH2:1]([OH:9])[CH2:2][CH2:3]CCCCC.[OH-:10].[Na+].[CH2:12]([CH:14]1[O:16][CH2:15]1)Cl.[Cl-].[Na+]>[Br-].C([N+](CCCC)(CCCC)CCCC)CCC>[CH2:12]([O:10][CH2:3][CH:2]1[O:9][CH2:1]1)[CH:14]1[O:16][CH2:15]1 |f:1.2,4.5,6.7|. Reported procedure: Octanol (132 g, 1 mol) was added to a round-bottomed four-neck flask equipped with an agitator, reflux condenser and thermometer at 30° C. Tetrabutylammonium bromide (16.1 g, 0.050 mol) and sodium hydroxide (61.9 g, 1.5 mol) were further added to the flask and stirred, and then, epichlorohydrin (140.1 g, 1.5 mol) was added dropwise for 10 minutes. After the mixture was stirred for 3 hours at the same temperature, by-products such as sodium chloride and sodium hydroxide were filtered off. The unr... The reactants are N[C@H]1[C@H](CCCC1)NC(OC(C)(C)C)=O (tert-butyl (1S,2R)-2-aminocyclohexylcarbamate), N1(N=NC2=C1C=CC=C2)OC2=NC=C(C(=N2)NC2=CC(=C(C=C2)C=2N=CSC2)F)C(=O)N (2-(1H-benzo[d][1,2,3]triazol-1-yloxy)-4-(3-fluoro-4-(thiazol-4-yl)phenylamino)pyrimidine-5-carboxamide), C(=O)(C(F)(F)F)O (TFA), CCN(C(C)C)C(C)C (DIEA). Run in CN1CCCC1=O (NMP). Run at time 1 hour. Yields the product N[C@@H]1[C@@H](CCCC1)NC1=NC=C(C(=N1)NC1=CC(=C(C=C1)C=1N=CSC1)F)C(=O)N (2-((1R,2S)-2-aminocyclohexylamino)-4-(3-fluoro-4-(thiazol-4-yl)phenylamino)pyrimidine-5-carboxamide). Yield: 43.3%. As a reaction SMILES: [NH2:1][C@@H:2]1[CH2:7][CH2:6][CH2:5][CH2:4][C@@H:3]1[NH:8][C:9](=O)OC(C)(C)C.N1(OC2[N:31]=[C:30]([NH:32][C:33]3[CH:38]=[CH:37][C:36]([C:39]4[N:40]=[CH:41][S:42][CH:43]=4)=[C:35]([F:44])[CH:34]=3)[C:29]([C:45]([NH2:47])=[O:46])=[CH:28][N:27]=2)C2C=CC=CC=2N=N1.CCN(C(C)C)C(C)C.C(O)(C(F)(F)F)=O>CN1C(=O)CCC1>[NH2:1][C@H:2]1[CH2:7][CH2:6][CH2:5][CH2:4][C@H:3]1[NH:8][C:9]1[N:31]=[C:30]([NH:32][C:33]2[CH:38]=[CH:37][C:36]([C:39]3[N:40]=[CH:41][S:42][CH:43]=3)=[C:35]([F:44])[CH:34]=2)[C:29]([C:45]([NH2:47])=[O:46])=[CH:28][N:27]=1. Procedure details: A solution of tert-butyl (1S,2R)-2-aminocyclohexylcarbamate (0.30 M in NMP, 1.00 mL, 0.300 mmol) in NMP (11 mL) was added to 2-(1H-benzo[d][1,2,3]triazol-1-yloxy)-4-(3-fluoro-4-(thiazol-4-yl)phenylamino)pyrimidine-5-carboxamide (12 mg, 0.027 mmol). DIEA (0.050 mL, 0.29 mmol) was also added. The mixture was stirred at 90 C for 1 h. After being cooled to room temperature, TFA (1 mL) was added. The solution was stirred at room temperature for 60 min. The mixture was purified by HPLC to give the tit... Reactants: CC(C)OC(=NC#N)c1cccnc1, CO, NC(c1ccccc1)c1ccccc1. Yields the product N#CNC(=NC(c1ccccc1)c1ccccc1)c1cccnc1. RXN SMILES: [C:1](#[N:2])[N:3]=[C:4]([O:5][CH:6]([CH3:7])[CH3:8])[c:9]1[cH:10][n:11][cH:12][cH:13][cH:14]1.[CH3:29][OH:30].[NH2:15][CH:16]([c:17]1[cH:18][cH:19][cH:20][cH:21][cH:22]1)[c:23]1[cH:24][cH:25][cH:26][cH:27][cH:28]1>>[C:1](#[N:2])[NH:3][C:4]([c:9]1[cH:10][n:11][cH:12][cH:13][cH:14]1)=[N:15][CH:16]([c:17]1[cH:18][cH:19][cH:20][cH:21][cH:22]1)[c:23]1[cH:24][cH:25][cH:26][cH:27][cH:28]1.